Task: describe an organic reaction: reactants, conditions, products, and yield. Dataset: the Open Reaction Database (ORD), a public repository of structured organic reaction records Starting materials: Cl.ClC1CN(C2=C(C(=NC1)C1=CC=CC=C1)C=C(C=C2)Cl)C (3,8-dichloro-1-methyl-6-phenyl-1,2,3,4-tetrahydro-1,5-benzodiazocine hydrochloride), [Na] (sodium), CO (methanol). Product: Cl.ClC=1C=CC2=C(C(=NCC(N2C)COC)C2=CC=CC=C2)C1 (7-chloro-1-methyl-2-methoxymethyl-5-phenyl-2,3-dihydro-1H-1,4-benzodiazepine hydrochloride). Reaction SMILES: Cl.[Cl:2][CH:3]1[CH2:10][N:9]=[C:8]([C:11]2[CH:16]=[CH:15][CH:14]=[CH:13][CH:12]=2)[C:7]2[CH:17]=[C:18]([Cl:21])[CH:19]=[CH:20][C:6]=2[N:5]([CH3:22])[CH2:4]1.[Na].[CH3:24][OH:25]>>[ClH:2].[Cl:21][C:18]1[CH:19]=[CH:20][C:6]2[N:5]([CH3:22])[CH:3]([CH2:4][O:25][CH3:24])[CH2:10][N:9]=[C:8]([C:11]3[CH:12]=[CH:13][CH:14]=[CH:15][CH:16]=3)[C:7]=2[CH:17]=1 |f:0.1,4.5,^1:22|. Procedure details: 500 mg of 3,8-dichloro-1-methyl-6-phenyl-1,2,3,4-tetrahydro-1,5-benzodiazocine hydrochloride were heated in a solution of 110 mg sodium in 70 ml methanol under reflux for 12 hours. After evaporation of the methanol in a vacuum the mass was further processed with water/chloroform and the chloroform solution was evaporated and concentrated in a vacuum. The residue was taken up in isopropanol and reacted with an ether solution of hydrogen chloride. There was obtained 7-chloro-1-methyl-2-methoxymeth... Yields the product ClC1=CC(=C(OC2=CC=CC3=CC=CC=C23)C=C1)C (1-(4-chloro-2-methylphenoxy)naphthalene). The reagents and catalysts are [Cu] (copper). Reactants: [OH-].[Na+] (NaOH), ClC1=CC(=C(C=C1)O)C (4-Chloro-2-methylphenol), [OH-].[K+] (KOH), BrC1=CC=CC2=CC=CC=C12 (1-bromonaphthalene). Isolated yield 10.6%. Reported procedure: 4-Chloro-2-methylphenol (10 g) and powdery KOH (4.6 g) were mixed together and then heated at 150° C. for 1 hour. After cooling down to 100° C., DMI (50 ml) was added to the resulting mixture for dissolving the mixture. Subsequently, 1-bromonaphthalene (14.5 g) and copper powder (350 mg) were added to the resulting solution, which was then heated under stirring at 130° C. for 3 hours. After leaving the solution to stand at room temperature, 1N NaOH was added to the solution, and then, the produc... Reaction SMILES: [Cl:1][C:2]1[CH:7]=[CH:6][C:5]([OH:8])=[C:4]([CH3:9])[CH:3]=1.[OH-].[K+].Br[C:13]1[C:22]2[C:17](=[CH:18][CH:19]=[CH:20][CH:21]=2)[CH:16]=[CH:15][CH:14]=1.[OH-].[Na+]>[Cu].CN1C(=O)N(C)CC1>[Cl:1][C:2]1[CH:7]=[CH:6][C:5]([O:8][C:21]2[C:22]3[C:17](=[CH:16][CH:15]=[CH:14][CH:13]=3)[CH:18]=[CH:19][CH:20]=2)=[C:4]([CH3:9])[CH:3]=1 |f:1.2,4.5|. Conditions: temperature 150 celsius, time 3 hour. Run in CN1CCN(C1=O)C (DMI). Starting materials: N(=NC(=O)OCC)C(=O)OCC (diethyl azodicarboxylate), C1(=CC=CC=C1)P(C1=CC=CC=C1)C1=CC=CC=C1 (triphenylphosphine), C(C)(C)(C)C1=CC(=NO1)NC(C(CCO)(C)S(=O)(=O)C1=CC=C(C=C1)Cl)=O (N-(5-tert-butyl-isoxazol-3-yl)-2-(4-chlorobenzenesulfonyl)-4-hydroxy-2-methyl-butyramide). Run in C(Cl)Cl (methylene chloride), C(Cl)Cl (methylene chloride). Reaction conditions: time 20 minute. The product is C(C)(C)(C)C1=CC(=NO1)N1C(C(CC1)(C)S(=O)(=O)C1=CC=C(C=C1)Cl)=O (1-(5-tert-Butyl-isoxazol-3-yl)-3-(4-chloro-benzenesulfonyl)-3-methyl-pyrrolidin-2-one). Isolated yield 84.0%. Reaction SMILES: N(C(OCC)=O)=NC(OCC)=O.C1(P(C2C=CC=CC=2)C2C=CC=CC=2)C=CC=CC=1.[C:32]([C:36]1[O:40][N:39]=[C:38]([NH:41][C:42](=[O:58])[C:43]([S:48]([C:51]2[CH:56]=[CH:55][C:54]([Cl:57])=[CH:53][CH:52]=2)(=[O:50])=[O:49])([CH3:47])[CH2:44][CH2:45]O)[CH:37]=1)([CH3:35])([CH3:34])[CH3:33]>C(Cl)Cl>[C:32]([C:36]1[O:40][N:39]=[C:38]([N:41]2[CH2:45][CH2:44][C:43]([S:48]([C:51]3[CH:56]=[CH:55][C:54]([Cl:57])=[CH:53][CH:52]=3)(=[O:50])=[O:49])([CH3:47])[C:42]2=[O:58])[CH:37]=1)([CH3:34])([CH3:33])[CH3:35]. Procedure details: To a solution of diethyl azodicarboxylate (0.025 g; 0.14 mmol) in methylene chloride (1 mL) was added triphenylphosphine (0.038 g; 0.14 mmol). The mixture was stirred 20 minutes and N-(5-tert-butyl-isoxazol-3-yl)-2-(4-chlorobenzenesulfonyl)-4-hydroxy-2-methyl-butyramide (0.030 g; 0.072 mmol) in 1 mL methylene chloride was added. After 18 hours the volatiles were removed in vacuo. The residue was purified by silica gel chromatography using ethyl acetate and hexanes as the eluent. Removal of the v... The product is O=C(NC1=NCCO1)c1ccc(C(=O)Nc2ccc(Cl)c(-c3ccccn3)c2)c(Cl)c1. Reactants: O=C(O)c1ccc(C(=O)Nc2ccc(Cl)c(-c3ccccn3)c2)c(Cl)c1, NC1=NCCO1. As a reaction SMILES: [Cl:1][c:2]1[cH:3][c:4]([C:5](=[O:6])[OH:7])[cH:8][cH:9][c:10]1[C:11]([NH:12][c:13]1[cH:14][c:15](-[c:20]2[n:21][cH:22][cH:23][cH:24][cH:25]2)[c:16]([Cl:19])[cH:17][cH:18]1)=[O:26].[NH2:27][C:28]1=[N:32][CH2:31][CH2:30][O:29]1>>[Cl:1][c:2]1[cH:3][c:4]([C:5](=[O:6])[NH:27][C:28]2=[N:32][CH2:31][CH2:30][O:29]2)[cH:8][cH:9][c:10]1[C:11]([NH:12][c:13]1[cH:14][c:15](-[c:20]2[n:21][cH:22][cH:23][cH:24][cH:25]2)[c:16]([Cl:19])[cH:17][cH:18]1)=[O:26]. Run in C(Cl)(Cl)Cl (CHCl3), C(C)(=O)OCC (ethyl acetate), CO (methanol), C(C)(=O)OCC (ethyl acetate). Yield: 29.7%. Product: ClC1=CC=2[C@]3(C4=CC=CC=C4[C@@H](C2C=C1)C3)C(=O)O ((9S,10S)-2-chloro-9,10-dihydro-9,10-methano-9-anthracenecarboxylic acid). Reported procedure: To a solution of racemic 2-chloro-9,10-dihydro-9,10-methano-9-anthracenecarboxylic acid (described in Example 107) (100 g, 0.37 mol) in ethyl acetate (1.5 L) and methanol (75 mL) was added solid (1S, 2S)-(+)-pseudoephedrine (61.1 g, 0.37 mol). With efficient agitation the mixture was warmed to reflux, held at reflux for 30 min and slowly cooled to 25° C. After a minimum of 2 h the slurry was filtered and washed with ethyl acetate to yield enriched diastereomeric salt (88.6 g, 0.20 mol, 55%; dias... Starting materials: ClC1=CC=2C3(C4=CC=CC=C4C(C2C=C1)C3)C(=O)O (racemic 2-chloro-9,10-dihydro-9,10-methano-9-anthracenecarboxylic acid), C[C@@H]([C@H](C1=CC=CC=C1)O)NC ((1S, 2S)-(+)-pseudoephedrine), Cl (hydrochloric acid), salt, O (water). Reaction SMILES: [Cl:1][C:2]1[CH:15]=[CH:14][C:13]2[CH:12]3[CH2:16][C:5]([C:17]([OH:19])=[O:18])([C:6]4[C:11]3=[CH:10][CH:9]=[CH:8][CH:7]=4)[C:4]=2[CH:3]=1.C[C@H](NC)[C@@H](O)C1C=CC=CC=1.O.Cl>C(OCC)(=O)C.CO.C(Cl)(Cl)Cl>[Cl:1][C:2]1[CH:15]=[CH:14][C:13]2[C@H:12]3[CH2:16][C@:5]([C:17]([OH:19])=[O:18])([C:6]4[C:11]3=[CH:10][CH:9]=[CH:8][CH:7]=4)[C:4]=2[CH:3]=1. Reaction conditions: temperature 25 celsius, time 2 hour. Starting materials: COC1=C(C2=C(CCN(CC2)C)C(=C1OC)C=O)SC1=CC=CC=C1 (7,8-dimethoxy-3-methyl-6-phenylthio-2,3,4,5-tetrahydro-1H-3-benzazepine-9-carboxaldehyde), [BH4-].[Na+] (sodium borohydride). Solvent: CO (methanol). Conditions: time 1 hour. The product is COC1=C(C2=C(CCN(CC2)C)C(=C1OC)CO)SC1=CC=CC=C1 (7,8-dimethoxy-9-hydroxymethyl-3-methyl-6-phenylthio-2,3,4,5-tetrahydro-1H-3-benzazepine). RXN SMILES: [CH3:1][O:2][C:3]1[C:14]([O:15][CH3:16])=[C:13]([CH:17]=[O:18])[C:6]2[CH2:7][CH2:8][N:9]([CH3:12])[CH2:10][CH2:11][C:5]=2[C:4]=1[S:19][C:20]1[CH:25]=[CH:24][CH:23]=[CH:22][CH:21]=1.[BH4-].[Na+]>CO>[CH3:1][O:2][C:3]1[C:14]([O:15][CH3:16])=[C:13]([CH2:17][OH:18])[C:6]2[CH2:7][CH2:8][N:9]([CH3:12])[CH2:10][CH2:11][C:5]=2[C:4]=1[S:19][C:20]1[CH:25]=[CH:24][CH:23]=[CH:22][CH:21]=1 |f:1.2|. Procedure details: The aldehyde (10.72 g., 0.03 mole) is dissolved in 50 ml. of methanol and 3.42 g. (0.09 mole) of sodium borohydride is added slowly. The mixture is stirred for 1 hour, quenched with acetic acid, evaporated, made basic and extracted with ethyl acetate. The extract is washed with water, dried and evaporated to leave 7,8-dimethoxy-9-hydroxymethyl-3-methyl-6-phenylthio-2,3,4,5-tetrahydro-1H-3-benzazepine. As a reaction SMILES: [CH2:1]([C:3]([OH:33])([CH2:31][CH3:32])/[CH:4]=[CH:5]/[CH2:6][CH:7]([C:9]1[CH:10]=[C:11]([CH:28]=[CH:29][CH:30]=1)[O:12][CH2:13][C:14]1[CH:15]=[C:16]([C:24](OC)=[O:25])[C:17](=[CH:22][CH:23]=1)[C:18](OC)=[O:19])[CH3:8])[CH3:2].[BH4-].[Li+]>>[OH:25][CH2:24][C:16]1[CH:15]=[C:14]([CH:23]=[CH:22][C:17]=1[CH2:18][OH:19])[CH2:13][O:12][C:11]1[CH:10]=[C:9]([CH:7]([CH3:8])[CH2:6]/[CH:5]=[CH:4]/[C:3]([CH2:1][CH3:2])([OH:33])[CH2:31][CH3:32])[CH:30]=[CH:29][CH:28]=1 |f:1.2|. Product: OCC=1C=C(COC=2C=C(C=CC2)C(C/C=C/C(CC)(O)CC)C)C=CC1CO ((E)-7-[3-(3,4-bis-Hydroxymethylbenzyloxy)phenyl]-3-ethyloct-4-en-3-ol). Procedure details: In a manner similar to Example 53(e), by treating 63 mg (0.14 mmol) of dimethyl 4-[3-((E)-5-ethyl-5-hydroxy-1-methylhept-3-enyl)phenoxymethyl]phthalate (prepared in a manner similar to Example 70) with 10 mg (0.4 mmol) of lithium borohydride, a colourless oil is obtained (m=54 mg; Y=97%). The reactants are C(C)C(/C=C/CC(C)C=1C=C(OCC=2C=C(C(C(=O)OC)=CC2)C(=O)OC)C=CC1)(CC)O (dimethyl 4-[3-((E)-5-ethyl-5-hydroxy-1-methylhept-3-enyl)phenoxymethyl]phthalate), [BH4-].[Li+] (lithium borohydride). Reactants: C1(CC1)S(=O)(=O)NC(=O)[C@@]1([C@@H](C1)C=C)NC(OC(C)(C)C)=O (tert-butyl ((1R,2S)-1-{[(cyclopropylsulfonyl)amino]carbonyl}-2-vinylcyclopropyl)carbamate). Reagents/catalysts: [Ru] (Ru/C). The solvent is CO (MeOH). Run at time 20 hour. Product: C1(CC1)S(=O)(=O)NC(=O)[C@@]1([C@@H](C1)CC)NC(OC(C)(C)C)=O (tert-butyl ((1R,2R)-1-{[(cyclopropylsulfonyl)amino]carbonyl}-2-ethylcyclopropyl)carbamate). As a reaction SMILES: [CH:1]1([S:4]([NH:7][C:8]([C@@:10]2([NH:15][C:16](=[O:22])[O:17][C:18]([CH3:21])([CH3:20])[CH3:19])[CH2:12][C@H:11]2[CH:13]=[CH2:14])=[O:9])(=[O:6])=[O:5])[CH2:3][CH2:2]1>CO.[Ru]>[CH:1]1([S:4]([NH:7][C:8]([C@@:10]2([NH:15][C:16](=[O:22])[O:17][C:18]([CH3:21])([CH3:20])[CH3:19])[CH2:12][C@H:11]2[CH2:13][CH3:14])=[O:9])(=[O:6])=[O:5])[CH2:3][CH2:2]1. Procedure: A hydrogenation vessel was charged with a solution of tert-butyl ((1R,2S)-1-{[(cyclopropylsulfonyl)amino]carbonyl}-2-vinylcyclopropyl)carbamate 87 (prepared as described in WO 03/099274) in MeOH followed by Ru/C (7.5 wt %). The vessel was placed under N2 (20 psig) and vented to atmospheric pressure three times to remove residual oxygen. The vessel was then placed under H2 (50 psig) and the reaction was complete in <5 h based on H2 consumption. After 20 h, the vessel was vented to atmospheric pre... The reactants are C(C)(=O)OC=1C(=CC(=C(C=O)C1C(C)(C)C)O)C(C)(C)C (5-acetoxy-4,6-di-tert-butyl-2-hydroxybenzaldehyde), saturated aqueous solution, [Cl-].[NH4+] (ammonium chloride), CCCCCC(CCCCC)[Mg]Cl (6-undecylmagnesium chloride), [H-].[Na+] (sodium hydride). The solvent is O1CCCC1 (tetrahydrofuran), O1CCCC1 (tetrahydrofuran). Conditions: time 1 hour. Yields the product C(C)(=O)OC1=C(C(=C(C=C1C(C)(C)C)O)C(C(CCCCC)CCCCC)O)C(C)(C)C (4-acetoxy-3,5-di-tert-butyl-2-(1-hydroxy-2-pentylheptyl)phenol). RXN SMILES: [H-].[Na+].[C:3]([O:6][C:7]1[C:8]([C:20]([CH3:23])([CH3:22])[CH3:21])=[CH:9][C:10]([OH:19])=[C:11]([C:14]=1[C:15]([CH3:18])([CH3:17])[CH3:16])[CH:12]=[O:13])(=[O:5])[CH3:4].[CH3:24][CH2:25][CH2:26][CH2:27][CH2:28][CH:29]([Mg]Cl)[CH2:30][CH2:31][CH2:32][CH2:33][CH3:34].[Cl-].[NH4+]>O1CCCC1>[C:3]([O:6][C:7]1[C:8]([C:20]([CH3:23])([CH3:22])[CH3:21])=[CH:9][C:10]([OH:19])=[C:11]([CH:12]([OH:13])[CH:29]([CH2:30][CH2:31][CH2:32][CH2:33][CH3:34])[CH2:28][CH2:27][CH2:26][CH2:25][CH3:24])[C:14]=1[C:15]([CH3:16])([CH3:18])[CH3:17])(=[O:5])[CH3:4] |f:0.1,4.5|. Reported procedure: In a nitrogen atmosphere, 270 mL of tetrahydrofuran was added to 13.0 g (0.33 mol) of 60% sodium hydride under cooling with ice; to the mixture, 94.5 g (0.32 mol) of 5-acetoxy-4,6-di-tert-butyl-2-hydroxybenzaldehyde in 200 mL of tetrahydrofuran was added dropwise and the mixture was stirred for 1 hour at room temperature. Thereafter, the Grignard reagent prepared in Example 6 was added dropwise to the mixture, which was subjected to reaction for 1 hour at room temperature. Under cooling with ice...